Dataset: the Open Reaction Database (ORD), a public repository of structured organic reaction records. Task: describe an organic reaction: reactants, conditions, products, and yield Reactants: O1C=C(C=C1)C1=NN=NN1CC(=O)O ([5-(3-furyl)tetrazol-1-yl] acetic acid), C(CO)O (ethylene glycol), S(O)(O)(=O)=O (sulfuric acid), ice water. Conditions: temperature 90 celsius, time 2.5 hour. Product: OCCOC(CN1N=NN=C1C1=COC=C1)=O ([5-(3-furyl)tetrazol-1-yl] acetic acid 2-hydroxyethyl ester). Isolated yield 54.6%. RXN SMILES: [O:1]1[CH:5]=[CH:4][C:3]([C:6]2[N:10]([CH2:11][C:12]([OH:14])=[O:13])[N:9]=[N:8][N:7]=2)=[CH:2]1.S(=O)(=O)(O)O.[CH2:20](O)[CH2:21][OH:22]>>[OH:22][CH2:21][CH2:20][O:13][C:12](=[O:14])[CH2:11][N:10]1[C:6]([C:3]2[CH:4]=[CH:5][O:1][CH:2]=2)=[N:7][N:8]=[N:9]1. Reported procedure: To a solution of 1 g (5.3 mM) of [5-(3-furyl)tetrazol-1-yl] acetic acid in 5 ml of ethylene glycol was aded 0.5 ml of sulfuric acid. After the addition, the mixture was stirred at 90° C. for 2.5 hrs. The mixture was then poured into ice-water and extracted with ethyl acetate. The organic phase was washed with water, dried over anhydrous magnesium sulfate and then concentrated under reduced pressure. The resultant residue was subjected to silica gel column chromatogrpahy (eluent: chloroform/methy... Reactants: BrC1=NC=CC(=C1)Br (2,4-dibromopyridine), BrC=1C=C(C=CC1)B(O)O (3-bromophenylboronic acid), C(=O)([O-])[O-].[Na+].[Na+] (Na2CO3), CCO (EtOH). Reagents/catalysts: [Pd].C1(=CC=CC=C1)P(C1=CC=CC=C1)C1=CC=CC=C1.C1(=CC=CC=C1)P(C1=CC=CC=C1)C1=CC=CC=C1.C1(=CC=CC=C1)P(C1=CC=CC=C1)C1=CC=CC=C1.C1(=CC=CC=C1)P(C1=CC=CC=C1)C1=CC=CC=C1 (tetrakis(triphenylphosphine) palladium (0)). Solvent: C1(=CC=CC=C1)C (toluene). Reaction conditions: temperature 110 celsius. The product is BrC1=CC(=NC=C1)C1=CC(=CC=C1)Br (4-bromo-2-(3′-bromophenyl)-pyridine). RXN SMILES: Br[C:2]1[CH:7]=[C:6]([Br:8])[CH:5]=[CH:4][N:3]=1.[Br:9][C:10]1[CH:11]=[C:12](B(O)O)[CH:13]=[CH:14][CH:15]=1.C([O-])([O-])=O.[Na+].[Na+].CCO>[Pd].C1(P(C2C=CC=CC=2)C2C=CC=CC=2)C=CC=CC=1.C1(P(C2C=CC=CC=2)C2C=CC=CC=2)C=CC=CC=1.C1(P(C2C=CC=CC=2)C2C=CC=CC=2)C=CC=CC=1.C1(P(C2C=CC=CC=2)C2C=CC=CC=2)C=CC=CC=1.C1(C)C=CC=CC=1>[Br:8][C:6]1[CH:5]=[CH:4][N:3]=[C:2]([C:14]2[CH:13]=[CH:12][CH:11]=[C:10]([Br:9])[CH:15]=2)[CH:7]=1 |f:2.3.4,6.7.8.9.10|. Reported procedure: A mixture of 2,4-dibromopyridine (3.30 g, 13.9 mmol), 3-bromophenylboronic acid (3.69 g, 16.7 mmol), tetrakis(triphenylphosphine) palladium (0) (643 mg, 0.557 mmol), 2 M Na2CO3(aq) (12 cm3), EtOH (12 cm3) and toluene (40 cm3) was degassed and then heated at reflux with a bath temperature of 110° C. under argon for 3.5 days. The reaction was allowed to cool and the two phases were separated. The aqueous layer was extracted with ether (3×13 cm3). The organic layer and the ether extracts were combi... The reactants are C(C)(=O)NC1=C(C=C(C#N)C=C1)C1CC1 (4-Acetamido-3-cyclopropylbenzonitrile), Cl (HCl). Solvent: C(C)O (ethanol), O (water). Reaction conditions: time 12 hour. Product: Cl.NC1=C(C=C(C#N)C=C1)C1CC1 (4-Amino-3-cyclopropylbenzonitrile hydrochloride). As a reaction SMILES: C([NH:4][C:5]1[CH:12]=[CH:11][C:8]([C:9]#[N:10])=[CH:7][C:6]=1[CH:13]1[CH2:15][CH2:14]1)(=O)C.[ClH:16]>C(O)C.O>[ClH:16].[NH2:4][C:5]1[CH:12]=[CH:11][C:8]([C:9]#[N:10])=[CH:7][C:6]=1[CH:13]1[CH2:14][CH2:15]1 |f:4.5|. Procedure: A mixture of 2.39 g of the product of step A dissolved in 45 ml of ethanol with 36 ml of water and 5 ml of concentrated HCl is stirred for 12 hours under reflux. The ethanol is evaporated off under vacuum, and the precipitate is filtered off, washed with 1 ml of water and dried under vacuum to obtain 1.5 g of the expected product. Reactants: CI (Methyl iodide), ClC1=CC=C(CNC(=O)C=2N=NC3=CC=C(C=C3C2O)CN2CCOCC2)C=C1 (N-(4-chlorobenzyl)-4-hydroxy-6-(4-morpholinylmethyl)-3-cinnolinecarboxamide), C[Si](C)(C)[N-][Si](C)(C)C.[Li+] (lithium bis(trimethylsilyl)amide), solution. The solvent is CS(=O)C (DMSO), hexanes. Run at time 15 minute. The product is ClC1=CC=C(CNC(=O)C2=NN(C3=CC=C(C=C3C2=O)CN2CCOCC2)C)C=C1 (N-(4-chlorobenzyl)-1-methyl-6-(4-morpholinylmethyl)-4-oxo-1,4-dihydro-3-cinnolinecarboxamide). Yield: 39.0%. RXN SMILES: [Cl:1][C:2]1[CH:29]=[CH:28][C:5]([CH2:6][NH:7][C:8]([C:10]2[N:11]=[N:12][C:13]3[C:18]([C:19]=2[OH:20])=[CH:17][C:16]([CH2:21][N:22]2[CH2:27][CH2:26][O:25][CH2:24][CH2:23]2)=[CH:15][CH:14]=3)=[O:9])=[CH:4][CH:3]=1.[CH3:30][Si]([N-][Si](C)(C)C)(C)C.[Li+].CI>CS(C)=O>[Cl:1][C:2]1[CH:29]=[CH:28][C:5]([CH2:6][NH:7][C:8]([C:10]2[C:19](=[O:20])[C:18]3[C:13](=[CH:14][CH:15]=[C:16]([CH2:21][N:22]4[CH2:27][CH2:26][O:25][CH2:24][CH2:23]4)[CH:17]=3)[N:12]([CH3:30])[N:11]=2)=[O:9])=[CH:4][CH:3]=1 |f:1.2|. Procedure: To a suspension of N-(4-chlorobenzyl)-4-hydroxy-6-(4-morpholinylmethyl)-3-cinnolinecarboxamide [Preparation 12] (200 mg) in dry DMSO (15 mL) is added lithium bis(trimethylsilyl)amide (0.51 mL of a 1 M solution in hexanes). The mixture is stirred for 15 min over which time everything dissolves. Methyl iodide (0.032 mL) is then added and the reaction is stirred for an additional 2 h. The mixture is partitioned between EtOAc and water. The aqueous layer is extracted with EtOAc (3×). The combined or...